Dataset: the Open Reaction Database (ORD), a public repository of structured organic reaction records. Task: describe an organic reaction: reactants, conditions, products, and yield Starting materials: FC(C(=O)O)(F)F (trifluoroacetic acid), CC1=NC2=CC=CC=C2C(=C1)N1CCN(CC1)C(=O)OC(C)(C)C (tert-butyl 4-(2-methyl-4-quinolyl)piperazine-1-carboxylate). Solvent: ClCCl (dichloromethane). Run at time 15 minute. Product: CC1=NC2=CC=CC=C2C(=C1)N1CCNCC1 (2-Methyl-4-piperazin-1-yl-quinoline). The yield is 69.0%. RXN SMILES: [CH3:1][C:2]1[CH:11]=[C:10]([N:12]2[CH2:17][CH2:16][N:15](C(OC(C)(C)C)=O)[CH2:14][CH2:13]2)[C:9]2[C:4](=[CH:5][CH:6]=[CH:7][CH:8]=2)[N:3]=1.FC(F)(F)C(O)=O>ClCCl>[CH3:1][C:2]1[CH:11]=[C:10]([N:12]2[CH2:17][CH2:16][NH:15][CH2:14][CH2:13]2)[C:9]2[C:4](=[CH:5][CH:6]=[CH:7][CH:8]=2)[N:3]=1. Procedure: To tert-butyl 4-(2-methyl-4-quinolyl)piperazine-1-carboxylate (4.382 g, 13.38 mmol) was added 40 ml of a 1:1 mixture of dichloromethane and trifluoroacetic acid. The mixture was stirred at room temperature for 15 minutes. The mixture was evaporated to dryness under reduced pressure and the residue dissolved in dichloromethane. The solution was washed with 5% sodium bicarbonate solution and 3M NaOH was added until the aqueous phase remained basic. The phases were separated, the aqueous phase was ... The reactants are CC1=CC=C(C=C1)C(C(C(C)C)=O)C1=CC=C(C=C1)C (1,1-Bis(4-methylphenyl)-3-methyl-2-butanone), C(C)[SiH](CC)CC (triethylsilane), FC(C(=O)O)(F)F (trifluoroacetic acid), BrC1=C(C=CC=C1)C1=CCCCC1 (1-(2-bromophenyl)cyclohexene), crude material, C1CCOC1 (THF). The solvent is C(C)(=O)O (Acetic acid), ClCCl (dichloromethane), CCOCC (ether). Run at time 1.5 hour. Yields the product CC1=C(C=C(C=C1)C)C1=CC(=CC=C1)C (2,5,3′-Trimethylbiphenyl). Isolated yield 40.4%. RXN SMILES: CC1C=[CH:6][C:5]([CH:8]([C:14]2[CH:19]=[CH:18][C:17](C)=[CH:16][CH:15]=2)[C:9](=O)[CH:10]([CH3:12])[CH3:11])=[CH:4]C=1.[CH2:21]([SiH](CC)CC)C.FC(F)(F)C(O)=O.BrC1C=CC=CC=1C1CCCCC=1.C1COCC1>CCOCC.C(O)(=O)C.ClCCl>[CH3:6][C:5]1[CH:4]=[CH:12][C:10]([CH3:11])=[CH:9][C:8]=1[C:14]1[CH:15]=[CH:16][CH:17]=[C:18]([CH3:21])[CH:19]=1. Procedure: A round bottomed flask was purged with argon and charged with alcohol 1 (1.78 g, 7.0 mmol), dichloromethane (28 mL), triethylsilane (1.5 mL, 9.1 mmol), and trifluoroacetic acid (1.1 mL, 14.7 mmol). The mixture was stirred at room temperature for 1.5 h, then was quenched with solid potassium carbonate (ca 2 g). The mixture was diluted with ether (50 mL) and transferred to a separatory funnel. The mixture was washed with saturated aqueous NaHCO3 (50 mL), and the organic phase was dried over anhydr... Starting materials: ClCCCCOC=1C=CC2=C(COC(N2)=O)C1 (6-(4-chlorobutoxy)-4H-3,1-benzoxazin-2-one), C(C)(=O)NC1=CC=C(C=C1)S (4-acetamido-thiophenol). Product: C(C)(=O)NC1=CC=C(C=C1)SCCCCOC=1C=CC2=C(COC(N2)=O)C1 (6-[4-(4-Acetamido-phenylmercapto)-butoxy]-4H-3,1-benzoxazin-2-one). RXN SMILES: Cl[CH2:2][CH2:3][CH2:4][CH2:5][O:6][C:7]1[CH:8]=[CH:9][C:10]2[NH:15][C:14](=[O:16])[O:13][CH2:12][C:11]=2[CH:17]=1.[C:18]([NH:21][C:22]1[CH:27]=[CH:26][C:25]([SH:28])=[CH:24][CH:23]=1)(=[O:20])[CH3:19]>>[C:18]([NH:21][C:22]1[CH:27]=[CH:26][C:25]([S:28][CH2:2][CH2:3][CH2:4][CH2:5][O:6][C:7]2[CH:8]=[CH:9][C:10]3[NH:15][C:14](=[O:16])[O:13][CH2:12][C:11]=3[CH:17]=2)=[CH:24][CH:23]=1)(=[O:20])[CH3:19]. Procedure details: Prepared analogously to Example 1 from 6-(4-chlorobutoxy)-4H-3,1-benzoxazin-2-one and 4-acetamido-thiophenol. Starting materials: ClC=1C=C(C(=O)OO)C=CC1 (m-chloroperoxybenzoic acid), [OH-].[Na+] (sodium hydroxide), N1C(=NCC1)CNC1=C(C=CC=C1)SC (N-(4,5-Dihydro-1H-imidazol-2-ylmethyl)-2-(methylthio)aniline), ClC=1C=C(C(=O)OO)C=CC1 (m-chloroperoxybenzoic acid). Solvent: CO (methanol), O (water), C(C)(=O)OCC (ethyl acetate), C(C)(=O)OCC (ethyl acetate), CO (methanol), C(C)(=O)OCC (ethyl acetate). Run at time 20 minute. Yields the product N1C(=NCC1)CNC1=C(C=CC=C1)S(=O)(=O)C (N-(4,5-dihydro-1H-imidazol-2-ylmethyl)-2-(methylsulfonyl)aniline). RXN SMILES: [NH:1]1[CH2:5][CH2:4][N:3]=[C:2]1[CH2:6][NH:7][C:8]1[CH:13]=[CH:12][CH:11]=[CH:10][C:9]=1[S:14][CH3:15].ClC1C=C(C=CC=1)C(OO)=[O:21].[OH-:27].[Na+]>CO.O.C(OCC)(=O)C>[NH:3]1[CH2:4][CH2:5][N:1]=[C:2]1[CH2:6][NH:7][C:8]1[CH:13]=[CH:12][CH:11]=[CH:10][C:9]=1[S:14]([CH3:15])(=[O:21])=[O:27] |f:2.3|. Procedure: N-(4,5-Dihydro-1H-imidazol-2-ylmethyl)-2-(methylthio)aniline (16.8 g, 76 mmol) was stirred in methanol (250 mL) and cooled in an ice bath. A solution of m-chloroperoxybenzoic acid (37 g of ˜70 wt %) in methanol (200 mL) was added dropwise over 1 hour while the temperature of the mixture was maintained below 28° C. After 20 minutes, additional m-chloroperoxybenzoic acid (2.0 g) was added and stirring continued for 20 minutes. The reaction mixture was reduced in vacuo to a slurry (˜40 mL volume), ... The reactants are CCOC(=O)c1n[nH]c2c(c1=O)CCCC2, [Cl-], ClCCl, [Li+], Cc1ccc(S(=O)(=O)Cl)cc1, c1ccncc1. Yields the product CCOC(=O)c1nnc2c(c1Cl)CCCC2. Reaction SMILES: [CH2:1]([CH3:2])[O:3][C:4](=[O:5])[c:6]1[n:7][nH:8][c:9]2[c:14]([c:15]1=[O:16])[CH2:13][CH2:12][CH2:11][CH2:10]2.[Cl-:18].[Cl:36][CH2:37][Cl:38].[Li+:17].[c:25]1([CH3:26])[cH:27][cH:28][c:29]([S:30](=[O:31])(=[O:32])[Cl:34])[cH:33][cH:35]1.[cH:19]1[cH:20][cH:21][n:22][cH:23][cH:24]1>>[CH2:1]([CH3:2])[O:3][C:4](=[O:5])[c:6]1[n:7][n:8][c:9]2[c:14]([c:15]1[Cl:34])[CH2:13][CH2:12][CH2:11][CH2:10]2.